Dataset: the Open Reaction Database (ORD), a public repository of structured organic reaction records. Task: describe an organic reaction: reactants, conditions, products, and yield The reactants are COC=1C=C(C(=CC1OC)[N+](=O)[O-])CCCCC(=O)O (5-(3,4-Dimethoxy-6-nitrophenyl)pentanoic acid), [O-]S(=O)(=O)[O-].[Na+].[Na+] (Na2SO4). Solvent: C(C)(=O)O (acetic acid), Br (hydrobromic acid). The product is OC=1C=C(C(=CC1O)[N+](=O)[O-])CCCCC(=O)O (5-(3,4-Dihydroxy-6-nitrophenyl)pentanoic acid). As a reaction SMILES: C[O:2][C:3]1[CH:4]=[C:5]([CH2:14][CH2:15][CH2:16][CH2:17][C:18]([OH:20])=[O:19])[C:6]([N+:11]([O-:13])=[O:12])=[CH:7][C:8]=1[O:9]C.[O-]S([O-])(=O)=O.[Na+].[Na+]>C(O)(=O)C.Br>[OH:2][C:3]1[CH:4]=[C:5]([CH2:14][CH2:15][CH2:16][CH2:17][C:18]([OH:20])=[O:19])[C:6]([N+:11]([O-:13])=[O:12])=[CH:7][C:8]=1[OH:9] |f:1.2.3|. Procedure: A solution containing 42.0 g of the product obtained in Example 40 in 100 ml of acetic acid and 150 ml of 48% hydrobromic acid was refluxed for 10 h. 1 l of saturated Na2SO4 -solution was added to the reaction mixture and extracted with ether. The solvent was evaporated in vacuo and the residue crystallized from ethyl acetate-petroleum ether. Yield 7.9 g (19%), m.p. 111°-114° C.